This data is from the Open Reaction Database (ORD), a public repository of structured organic reaction records. The task is: describe an organic reaction: reactants, conditions, products, and yield Procedure: By the reaction and treatment in the same manner as in Example 64 using 1-(3,4-difluorophenyl)-5-methylpyrazole-4-carboxylic acid (0.7 g) and 5-amino-2-[4-(3,4,5,6-tetrahydro-2H-pyran-4-yl)piperazin-1-yl]benzonitrile (1.0 g), the title compound (0.8 g) was obtained, melting point: 235° C. The product is C(#N)C=1C=C(C=CC1N1CCN(CC1)C1CCOCC1)NC(=O)C=1C=NN(C1C)C1=CC(=C(C=C1)F)F (N-{3-Cyano-4-[4-(3,4,5,6-tetrahydro-2H-pyran-4-yl)piperazin-1-yl]phenyl}-1-(3,4-difluorophenyl)-5-methylpyrazole-4-carboxamide). Reactants: FC=1C=C(C=CC1F)N1N=CC(=C1C)C(=O)O (1-(3,4-difluorophenyl)-5-methylpyrazole-4-carboxylic acid), NC=1C=CC(=C(C#N)C1)N1CCN(CC1)C1CCOCC1 (5-amino-2-[4-(3,4,5,6-tetrahydro-2H-pyran-4-yl)piperazin-1-yl]benzonitrile). RXN SMILES: [F:1][C:2]1[CH:3]=[C:4]([N:9]2[C:13]([CH3:14])=[C:12]([C:15]([OH:17])=O)[CH:11]=[N:10]2)[CH:5]=[CH:6][C:7]=1[F:8].[NH2:18][C:19]1[CH:20]=[CH:21][C:22]([N:27]2[CH2:32][CH2:31][N:30]([CH:33]3[CH2:38][CH2:37][O:36][CH2:35][CH2:34]3)[CH2:29][CH2:28]2)=[C:23]([CH:26]=1)[C:24]#[N:25]>>[C:24]([C:23]1[CH:26]=[C:19]([NH:18][C:15]([C:12]2[CH:11]=[N:10][N:9]([C:4]3[CH:5]=[CH:6][C:7]([F:8])=[C:2]([F:1])[CH:3]=3)[C:13]=2[CH3:14])=[O:17])[CH:20]=[CH:21][C:22]=1[N:27]1[CH2:32][CH2:31][N:30]([CH:33]2[CH2:38][CH2:37][O:36][CH2:35][CH2:34]2)[CH2:29][CH2:28]1)#[N:25]. Isolated yield 53.7%. Reactants: CNSC(Cl)(Cl)Cl, O=C(Cl)Cl. Yields the product CN(SC(Cl)(Cl)Cl)C(=O)Cl. RXN SMILES: [Cl:1][C:2]([S:3][NH:4][CH3:5])([Cl:6])[Cl:7].[Cl:8][C:9]([Cl:10])=[O:11]>>[Cl:1][C:2]([S:3][N:4]([CH3:5])[C:9]([Cl:8])=[O:11])([Cl:6])[Cl:7].